From a dataset of the Open Reaction Database (ORD), a public repository of structured organic reaction records. describe an organic reaction: reactants, conditions, products, and yield Starting materials: CC1=NN=C2N1C1=C(C=C2)NC(=C1)C(=O)O (1-methyl-6H-pyrrolo[2,3-e][1,2,4]triazolo[4,3-a]pyridine-7-carboxylic acid), CC1=NN=C2N1C1=C(C=C2)NC(=C1)C(=O)O (1-methyl-6H-pyrrolo[2,3-e][1,2,4]triazolo[4,3-a]pyridine-7-carboxylic acid), C(C1=CC=CC=C1)Br (benzyl bromide), [OH-].[Na+] (NaOH), C(=O)([O-])[O-].[Cs+].[Cs+] (Cs2CO3), C(=O)(C(F)(F)F)O (TFA). Run in CN(C)C=O (DMF), O (Water), CO (methanol), C(C)#N (acetonitrile). Conditions: time 8 hour. Yields the product FC(C(=O)O)(F)F.C(C1=CC=CC=C1)N1C(=CC2=C1C=CC=1N2C(=NN1)C)C(=O)O (6-benzyl-1-methyl-6H-pyrrolo[2,3-e][1,2,4]triazolo[4,3-a]pyridine-7-carboxylic acid trifluoroacetate salt). As a reaction SMILES: [CH3:1][C:2]1[N:6]2[C:7]3[CH:13]=[C:12]([C:14]([OH:16])=[O:15])[NH:11][C:8]=3[CH:9]=[CH:10][C:5]2=[N:4][N:3]=1.C([O-])([O-])=O.[Cs+].[Cs+].[CH2:23](Br)[C:24]1[CH:29]=[CH:28][CH:27]=[CH:26][CH:25]=1.[OH-].[Na+].[C:33]([OH:39])([C:35]([F:38])([F:37])[F:36])=[O:34]>CN(C=O)C.CO.O.C(#N)C>[F:36][C:35]([F:38])([F:37])[C:33]([OH:39])=[O:34].[CH2:23]([N:11]1[C:8]2[CH:9]=[CH:10][C:5]3[N:6]([C:2]([CH3:1])=[N:3][N:4]=3)[C:7]=2[CH:13]=[C:12]1[C:14]([OH:16])=[O:15])[C:24]1[CH:29]=[CH:28][CH:27]=[CH:26][CH:25]=1 |f:1.2.3,5.6,12.13|. Reported procedure: The mixture from Step 3 containing 1-methyl-6H-pyrrolo[2,3-e][1,2,4]triazolo[4,3-a]pyridine-7-carboxylic acid (0.298 g, 1.38 mmol) was mixed in DMF (6 mL) and acetonitrile (6 mL) and was treated with Cs2CO3 (1.8 g, 5.5 mmol) and was stirred for 10 minutes before the addition of benzyl bromide (0.30 mL, 2.5 mmol, Aldrich). The reaction was stirred overnight. Water was added and the product was extracted with three portions of EtOAc. The combined extracts were dried over sodium sulfate, filtered a... Starting materials: ClC1=C(OC=2C=CC(=C(C2)O)SCCC)C=CC(=C1)Cl (5-(2,4-Dichlorophenoxy)-2-(propylthio)phenol), C([O-])([O-])=O.[K+].[K+] (potassium carbonate), CN(C(C(C)Br)=O)C (N,N-dimethyl 2-bromopropionamide), CS(=O)C (dimethylsulfoxide), glass, CCCCCC.C(C)(=O)OCC (hexane ethyl acetate). Solvent: O (water). Conditions: time 8 hour. Product: CN(C(C(C)SC1=C(C=CC(=C1)OC1=C(C=C(C=C1)Cl)Cl)CCC)=O)C (N,N-dimethyl-2-[5-(2,4-dichlorophenoxy)-2-propylthiophenoxy]propionamide). Reaction SMILES: [Cl:1][C:2]1[CH:19]=[C:18]([Cl:20])[CH:17]=[CH:16][C:3]=1[O:4][C:5]1[CH:6]=[CH:7][C:8](SCCC)=[C:9](O)[CH:10]=1.C(=O)([O-])[O-].[K+].[K+].[CH3:27][N:28]([CH3:34])[C:29](=[O:33])[CH:30](Br)[CH3:31].C[S:36](C)=O.[CH3:39][CH2:40][CH2:41]CCC.C(OCC)(=O)C>O>[CH3:27][N:28]([CH3:34])[C:29](=[O:33])[CH:30]([S:36][C:9]1[CH:10]=[C:5]([O:4][C:3]2[CH:16]=[CH:17][C:18]([Cl:20])=[CH:19][C:2]=2[Cl:1])[CH:6]=[CH:7][C:8]=1[CH2:39][CH2:40][CH3:41])[CH3:31] |f:1.2.3,6.7|. Procedure details: 5-(2,4-Dichlorophenoxy)-2-(propylthio)phenol (0.05 mole), potassium carbonate (0.2 mole), N,N-dimethyl 2-bromopropionamide (0.08 mole) and dimethylsulfoxide (200 ml) are charged into a 500 ml glass reaction flask equipped with a mechanical stirrer. The reaction mixture is stirred at room temperature for a period of about 8 hours. After this time the mixture is poured into 500 ml of water. The resulting mixture is extracted three times with 100 ml portions of methylene chloride. The extracts are ... Yields the product COc1ccc(CCN2C(=O)OC3(CCN(Cc4ccccc4)CC3)C2(C)O)cc1OC. Starting materials: C=C1OC(=O)OC12CCN(Cc1ccccc1)CC2, COc1ccc(CCN)cc1OC, CCCCCCC, Cc1ccccc1C. RXN SMILES: [CH2:14]([c:15]1[cH:16][cH:17][cH:18][cH:19][cH:20]1)[N:21]1[CH2:22][CH2:23][C:24]2([C:25](=[CH2:30])[O:26][C:27](=[O:29])[O:28]2)[CH2:31][CH2:32]1.[CH3:1][O:2][c:3]1[cH:4][c:5]([CH2:11][CH2:12][NH2:13])[cH:6][cH:7][c:8]1[O:9][CH3:10].[CH3:41][CH2:42][CH2:43][CH2:44][CH2:45][CH2:46][CH3:47].[c:33]1([CH3:34])[c:35]([CH3:36])[cH:37][cH:38][cH:39][cH:40]1>>[CH3:1][O:2][c:3]1[cH:4][c:5]([CH2:11][CH2:12][N:13]2[C:25]([OH:26])([CH3:30])[C:24]3([CH2:23][CH2:22][N:21]([CH2:14][c:15]4[cH:16][cH:17][cH:18][cH:19][cH:20]4)[CH2:32][CH2:31]3)[O:28][C:27]2=[O:29])[cH:6][cH:7][c:8]1[O:9][CH3:10]. Starting materials: ClC=1C=CC2=C(C(=NCC(=N2)NN)C2=CC=CC=C2)C1 (7-chloro-2-hydrazino-5-phenyl-3H-1,4-benzodiazepine), C(CC)(OCC)([O-])[O-] (ethyl orthopropionate), S(O)(O)(=O)=O (sulfuric acid). The solvent is C(C)O (ethanol). Conditions: time 30 minute. The product is ClC=1C=CC2=C(C(=NCC=3N2C(=NN3)CC)C3=CC=CC=C3)C1 (8-chloro-1-ethyl-6-phenyl-4H-s-triazolo- [4,3-a] [1,4] benzodiazepine). As a reaction SMILES: [Cl:1][C:2]1[CH:3]=[CH:4][C:5]2[N:11]=[C:10]([NH:12][NH2:13])[CH2:9][N:8]=[C:7]([C:14]3[CH:19]=[CH:18][CH:17]=[CH:16][CH:15]=3)[C:6]=2[CH:20]=1.[C:21]([O-])([O-])(OCC)[CH2:22][CH3:23].S(=O)(=O)(O)O>C(O)C>[Cl:1][C:2]1[CH:3]=[CH:4][C:5]2[N:11]3[C:21]([CH2:22][CH3:23])=[N:13][N:12]=[C:10]3[CH2:9][N:8]=[C:7]([C:14]3[CH:19]=[CH:18][CH:17]=[CH:16][CH:15]=3)[C:6]=2[CH:20]=1. Reported procedure: To a mixture of 1.4 parts of 7-chloro-2-hydrazino-5-phenyl-3H-1,4-benzodiazepine prepared in Example 1, 50 parts by volume of ethanol and 4 parts by volume of ethyl orthopropionate is added 0.5 part by volume of concentrated sulfuric acid. The mixture is stirred for 30 minutes at room temperature and then treated in a similar manner to Example 14, whereby 8-chloro-1-ethyl-6-phenyl-4H-s-triazolo- [4,3-a] [1,4] benzodiazepine is yielded as crystals. Recrystallization from acetone yields colorless ... Reactants: FC1=CC(=C(C=C1)S(=O)(=O)NC=1C=CC=C2C=CC=NC12)[N+](=O)[O-] (4-fluoro-2-nitro-N-quinolin-8-yl-benzenesulfonamide), FC1=CC(=C(C=C1)S(=O)(=O)NC=1C=CC=C2C=CC=NC12)[N+](=O)[O-] (4-fluoro-2-nitro-N-quinolin-8-yl-benzenesulfonamide), O.O.[Sn](Cl)Cl (tin (II) chloride dihydrate). Yields the product NC1=C(C=CC(=C1)F)S(=O)(=O)NC=1C=CC=C2C=CC=NC12 (2-Amino-4-fluoro-N-quinolin-8-yl-benzenesulfonamide). The yield is 89.5%. Reaction SMILES: [F:1][C:2]1[CH:7]=[CH:6][C:5]([S:8]([NH:11][C:12]2[CH:13]=[CH:14][CH:15]=[C:16]3[C:21]=2[N:20]=[CH:19][CH:18]=[CH:17]3)(=[O:10])=[O:9])=[C:4]([N+:22]([O-])=O)[CH:3]=1.O.O.[Sn](Cl)Cl>>[NH2:22][C:4]1[CH:3]=[C:2]([F:1])[CH:7]=[CH:6][C:5]=1[S:8]([NH:11][C:12]1[CH:13]=[CH:14][CH:15]=[C:16]2[C:21]=1[N:20]=[CH:19][CH:18]=[CH:17]2)(=[O:9])=[O:10] |f:1.2.3|. Procedure details: In a similar fashion using route 15 general procedure 29, 4-fluoro-2-nitro-N-quinolin-8-yl-benzenesulfonamide (Example Compound 30) (1.1 g, 3.17 mmol) and tin (II) chloride dihydrate (4.29 g, 19 mmol) gave the title compound (900 mg, 90%).